Dataset: the Open Reaction Database (ORD), a public repository of structured organic reaction records. Task: describe an organic reaction: reactants, conditions, products, and yield Reactants: [O-]Cl, Cl, [Na+], [Na+], [Na+], [Na+], [OH-], O, O=C(O)c1cccnc1O, O=S([O-])[O-]. Product: O=C(O)c1cc(Cl)cnc1O. RXN SMILES: [Cl:1][O-:2].[ClH:20].[Na+:18].[Na+:19].[Na+:22].[Na+:3].[OH-:21].[OH2:23].[OH:4][c:5]1[c:6]([C:7](=[O:8])[OH:9])[cH:10][cH:11][cH:12][n:13]1.[S:14]([O-:15])([O-:16])=[O:17]>>[Cl:1][c:11]1[cH:10][c:6]([C:7](=[O:8])[OH:9])[c:5]([OH:4])[n:13][cH:12]1. Reactants: Cl.CN(CCC(=O)C1=CC=CC=C1)C (β-dimethylaminopropiophenone hydrochloride), C(C1=CC=CC=C1)(=O)CC(=O)OCC (ethyl benzoylacetate), [O-]CC.[Na+] (sodium ethoxide). Run in C(C)O (ethanol). Conditions: time 30 minute. Product: C(C1=CC=CC=C1)(=O)C(C(=O)OCC)CCC(C1=CC=CC=C1)=O (Ethyl 2-benzoyl-5-oxo-5-phenylvalerate). Isolated yield 75.6%. As a reaction SMILES: Cl.CN(C)[CH2:4][CH2:5][C:6]([C:8]1[CH:13]=[CH:12][CH:11]=[CH:10][CH:9]=1)=[O:7].[C:15]([CH2:23][C:24]([O:26][CH2:27][CH3:28])=[O:25])(=[O:22])[C:16]1[CH:21]=[CH:20][CH:19]=[CH:18][CH:17]=1.[O-]CC.[Na+]>C(O)C>[C:15]([CH:23]([CH2:4][CH2:5][C:6](=[O:7])[C:8]1[CH:13]=[CH:12][CH:11]=[CH:10][CH:9]=1)[C:24]([O:26][CH2:27][CH3:28])=[O:25])(=[O:22])[C:16]1[CH:21]=[CH:20][CH:19]=[CH:18][CH:17]=1 |f:0.1,3.4|. Procedure details: To a stirred mixture of 2.14 g of β-dimethylaminopropiophenone hydrochloride and 1.92 g of ethyl benzoylacetate in 30 cc of ethanol was added in small portions 1.36 g of sodium ethoxide at room temperature. The resulting mixture was stirred at room temperature for 30 minutes and then heated under reflux for 1 hour. After cooling, the solvent was distilled off and water was added to the residue. The aqueous layer was acidified with 1N HCl, and extracted twice with chloroform. The combined organic... Reactants: C1(=CC=CC=C1)N1[Se]C2=C(C1=O)C=CC=C2 (2-phenyl-1,2-benzisoselenazole-3(2H)-one), COC(C=1C(OS)=CC=CC1)=O (mercaptosalicylic acid methyl ester). The product is COC(C=1C(OS[Se]C2=C(C=CC=C2)C(NC2=CC=CC=C2)=O)=CC=CC1)=O (S-(2-phenylcarbamoyl-phenylselenyl)-mercaptosalicylic acid methyl ester). RXN SMILES: [C:1]1([N:7]2[C:11](=[O:12])[C:10]3[CH:13]=[CH:14][CH:15]=[CH:16][C:9]=3[Se:8]2)[CH:6]=[CH:5][CH:4]=[CH:3][CH:2]=1.[CH3:17][O:18][C:19](=[O:28])[C:20]1[C:21](=[CH:24][CH:25]=[CH:26][CH:27]=1)[O:22][SH:23]>>[CH3:17][O:18][C:19](=[O:28])[C:20]1[C:21](=[CH:24][CH:25]=[CH:26][CH:27]=1)[O:22][S:23][Se:8][C:9]1[CH:16]=[CH:15][CH:14]=[CH:13][C:10]=1[C:11](=[O:12])[NH:7][C:1]1[CH:6]=[CH:5][CH:4]=[CH:3][CH:2]=1. Reported procedure: Prepared similar to example 1 from 5 g (18,2 mmol) of 2-phenyl-1,2-benzisoselenazole-3(2H)-one and 3,1 g (18,4 mmol) of mercaptosalicylic acid methyl ester. Starting materials: C(C)(C)(C)OC(NC1(CCC1)C1=CC=C(C=C1)C1=C(OC2=C(C1=O)C=CC=C2)C2=CC=CC=C2)=O ({1-[4-(4-oxo-2-phenyl-4H-1-benzopyran-3-yl)phenyl]-cyclobutyl}-carbamic acid tert-butyl ester), NC1=CC2=C(C(C(=C(O2)C2=CC=CC=C2)Br)=O)C=C1 (7-amino-3-bromo-2-phenyl-1-benzopyran-4-one). Product: C(C)(C)(C)OC(NC1(CCC1)C1=CC=C(C=C1)C1=C(OC2=C(C1=O)C=CC(=C2)N)C2=CC=CC=C2)=O ({1-[4-(7-Amino-4-oxo-2-phenyl-4H-1-benzopyran-3-yl)-phenyl]-cyclobutyl}-carbamic acid tert-butyl ester). Yield: 19.0%. As a reaction SMILES: [C:1]([O:5][C:6](=[O:35])[NH:7][C:8]1([C:12]2[CH:17]=[CH:16][C:15]([C:18]3[C:23](=[O:24])[C:22]4[CH:25]=[CH:26][CH:27]=[CH:28][C:21]=4[O:20][C:19]=3[C:29]3[CH:34]=[CH:33][CH:32]=[CH:31][CH:30]=3)=[CH:14][CH:13]=2)[CH2:11][CH2:10][CH2:9]1)([CH3:4])([CH3:3])[CH3:2].[NH2:36]C1C=CC2C(=O)C(Br)=C(C3C=CC=CC=3)OC=2C=1>>[C:1]([O:5][C:6](=[O:35])[NH:7][C:8]1([C:12]2[CH:17]=[CH:16][C:15]([C:18]3[C:23](=[O:24])[C:22]4[CH:25]=[CH:26][C:27]([NH2:36])=[CH:28][C:21]=4[O:20][C:19]=3[C:29]3[CH:30]=[CH:31][CH:32]=[CH:33][CH:34]=3)=[CH:14][CH:13]=2)[CH2:9][CH2:10][CH2:11]1)([CH3:4])([CH3:2])[CH3:3]. Procedure details: Following the procedure used for {1-[4-(4-oxo-2-phenyl-4H-1-benzopyran-3-yl)phenyl]-cyclobutyl}-carbamic acid tert-butyl ester, 7-amino-3-bromo-2-phenyl-1-benzopyran-4-one (28.4 mg, 0.09 mmol) was reacted to give the title compound as a yellow solid (6.3 mg, 19%). 1H-NMR (400 MHz, CDCl3) δ 8.05 (d, 1H), 7.64 (d, 2H), 7.50 (d, 2H), 7.45 (d, 2H), 7.35 (dd, 1H), 7.31 (dd, 2H), 6.82 (d, 1H), 6.74 (s, 1H), 5.28 (bs, 1H), 4.11 (bs, 2H), 2.62-2.65 (m, 4H), 2.15-2.19 (m, 1H), 1.90-1.97 (m, 1H) 1.33 (bs,... Reactants: C=C(C(=O)OC(C)(C)C)C(=O)OC(C)(C)C, ClCCl, CCOC(C)=O, [Cl-], [Cl-], [Cl-], [Cl-], CCOC(=O)c1cn(NC)c2c(F)c(F)c(F)cc2c1=O, O, [Ti+4]. The product is CCOC(=O)c1cn(N(C)CC(C(=O)OC(C)(C)C)C(=O)OC(C)(C)C)c2c(F)c(F)c(F)cc2c1=O. As a reaction SMILES: [C:25]([CH3:26])([CH3:27])([CH3:28])[O:29][C:30](=[O:31])[C:32]([C:33](=[O:34])[O:35][C:36]([CH3:37])([CH3:38])[CH3:39])=[CH2:40].[CH2:1]([Cl:2])[Cl:3].[CH3:42][CH2:43][O:44][C:45](=[O:46])[CH3:47].[Cl-:48].[Cl-:49].[Cl-:50].[Cl-:51].[F:4][c:5]1[cH:6][c:7]2[c:8](=[O:24])[c:9]([C:19](=[O:20])[O:21][CH2:22][CH3:23])[cH:10][n:11]([NH:17][CH3:18])[c:12]2[c:13]([F:16])[c:14]1[F:15].[OH2:41].[Ti+4:52]>>[F:4][c:5]1[cH:6][c:7]2[c:8](=[O:24])[c:9]([C:19](=[O:20])[O:21][CH2:22][CH3:23])[cH:10][n:11]([N:17]([CH3:18])[CH2:40][CH:32]([C:30]([O:29][C:25]([CH3:26])([CH3:27])[CH3:28])=[O:31])[C:33](=[O:34])[O:35][C:36]([CH3:37])([CH3:38])[CH3:39])[c:12]2[c:13]([F:16])[c:14]1[F:15].